From a dataset of the Open Reaction Database (ORD), a public repository of structured organic reaction records. describe an organic reaction: reactants, conditions, products, and yield Starting materials: C(C1=CC=CC=C1)C1N(C(OC1)=O)C(C(CC(C)C)C=1C=C(C=C(C1)OCC1=CC(=CC(=C1)F)F)C1=CC=C(C=C1)C(F)(F)F)=O (4-benzyl-3-{2-[5-(3,5-difluoro-benzyloxy)-4′-trifluoromethyl-biphenyl-3-yl]-4-methyl-pentanoyl}-oxazolidin-2-one), [O-]S(=O)[O-].[Na+].[Na+] (Na2SO3), O[Li].O (LiOH.H2O), OO (H2O2). Solvent: C1CCOC1 (THF), O (water). Reaction conditions: temperature 0 celsius, time 20 minute. Yields the product FC=1C=C(COC=2C=C(C=C(C2)C2=CC=C(C=C2)C(F)(F)F)[C@@H](C(=O)O)CC(C)C)C=C(C1)F ((S)-2-[5-(3,5-difluoro-benzyloxy)-4′-trifluoromethyl-biphenyl-3-yl]-4-methyl-pentanoic acid). Yield: 92.0%. RXN SMILES: C(C1COC(=O)N1[C:14](=[O:46])[CH:15]([C:20]1[CH:21]=[C:22]([C:36]2[CH:41]=[CH:40][C:39]([C:42]([F:45])([F:44])[F:43])=[CH:38][CH:37]=2)[CH:23]=[C:24]([O:26][CH2:27][C:28]2[CH:33]=[C:32]([F:34])[CH:31]=[C:30]([F:35])[CH:29]=2)[CH:25]=1)[CH2:16][CH:17]([CH3:19])[CH3:18])C1C=CC=CC=1.O[Li].O.OO.[O-:52]S([O-])=O.[Na+].[Na+]>C1COCC1.O>[F:34][C:32]1[CH:33]=[C:28]([CH:29]=[C:30]([F:35])[CH:31]=1)[CH2:27][O:26][C:24]1[CH:25]=[C:20]([C@H:15]([CH2:16][CH:17]([CH3:19])[CH3:18])[C:14]([OH:46])=[O:52])[CH:21]=[C:22]([C:36]2[CH:41]=[CH:40][C:39]([C:42]([F:44])([F:43])[F:45])=[CH:38][CH:37]=2)[CH:23]=1 |f:1.2,4.5.6|. Procedure: To a solution of 4-benzyl-3-{2-[5-(3,5-difluoro-benzyloxy)-4′-trifluoromethyl-biphenyl-3-yl]-4-methyl-pentanoyl}-oxazolidin-2-one (0.425 g, 0.67 mmol) in THF (10 mL) was added water (3.5 mL). The system was cooled to 0° C. To this cold solution was added LiOH.H2O (0.028 g, 0.67 mmol) and 30% H2O2 (304 mL, 2.68 mmol), drop-wise, maintaining the internal temperature below 5° C. The resulting cloudy solution was stirred at 0° C. for 20 min. The excess H2O2 was quenched by adding 1.5 M aqueous Na2SO... Reactants: ClC(Cl)Cl, Cl, O=C(Cl)c1ccc(Nc2ccnc3cc(C(F)(F)F)ccc23)cc1, CNCCN(C)S(=O)(=O)c1ccc(F)cc1, [Na+], [Na+], O=C([O-])[O-], O. The product is CN(CCN(C)S(=O)(=O)c1ccc(F)cc1)C(=O)c1ccc(Nc2ccnc3cc(C(F)(F)F)ccc23)cc1. As a reaction SMILES: [CH:48]([Cl:49])([Cl:50])[Cl:51].[ClH:1].[F:2][C:3]([c:4]1[cH:5][cH:6][c:7]2[c:8]([NH:14][c:15]3[cH:16][cH:17][c:18]([C:19](=[O:20])[Cl:21])[cH:22][cH:23]3)[cH:9][cH:10][n:11][c:12]2[cH:13]1)([F:24])[F:25].[F:32][c:33]1[cH:34][cH:35][c:36]([S:39](=[O:40])(=[O:41])[N:42]([CH2:43][CH2:44][NH:45][CH3:46])[CH3:47])[cH:37][cH:38]1.[Na+:26].[Na+:27].[O-:28][C:29](=[O:30])[O-:31].[OH2:52]>>[F:2][C:3]([c:4]1[cH:5][cH:6][c:7]2[c:8]([NH:14][c:15]3[cH:16][cH:17][c:18]([C:19](=[O:20])[N:45]([CH2:44][CH2:43][N:42]([S:39]([c:36]4[cH:35][cH:34][c:33]([F:32])[cH:38][cH:37]4)(=[O:40])=[O:41])[CH3:47])[CH3:46])[cH:22][cH:23]3)[cH:9][cH:10][n:11][c:12]2[cH:13]1)([F:24])[F:25]. Starting materials: O=C([O-])[O-], CC(C)=O, CC(C)(C)C(=O)Nc1ccc(-c2cc(=O)c3c(NC(=O)C(C)(C)C)c(F)c(O)c(F)c3o2)cc1F, CI, [K+], [K+]. The product is COc1c(F)c(NC(=O)C(C)(C)C)c2c(=O)cc(-c3ccc(NC(=O)C(C)(C)C)c(F)c3)oc2c1F. As a reaction SMILES: [C:36](=[O:37])([O-:38])[O-:39].[CH3:44][C:45](=[O:46])[CH3:47].[F:1][c:2]1[c:3]([OH:35])[c:4]([F:34])[c:5]2[c:6]([c:7](=[O:25])[cH:8][c:9](-[c:11]3[cH:12][c:13]([F:24])[c:14]([NH:17][C:18]([C:19]([CH3:20])([CH3:21])[CH3:22])=[O:23])[cH:15][cH:16]3)[o:10]2)[c:26]1[NH:27][C:28]([C:29]([CH3:30])([CH3:31])[CH3:32])=[O:33].[I:42][CH3:43].[K+:40].[K+:41]>>[F:1][c:2]1[c:3]([O:35][CH3:36])[c:4]([F:34])[c:5]2[c:6]([c:7](=[O:25])[cH:8][c:9](-[c:11]3[cH:12][c:13]([F:24])[c:14]([NH:17][C:18]([C:19]([CH3:20])([CH3:21])[CH3:22])=[O:23])[cH:15][cH:16]3)[o:10]2)[c:26]1[NH:27][C:28]([C:29]([CH3:30])([CH3:31])[CH3:32])=[O:33]. The reactants are FC1=CC=C(C=C1)C=1OC2=C(C1C(NC)=O)C=C(C=C2)C=2C=C(C(=O)NC1(CC1)C(=O)NNC(=O)OC(C)(C)C)C=CC2C (tert-butyl 2-(1-(3-(2-(4-fluorophenyl)-3-(methylcarbamoyl)benzofuran-5-yl)-4-methylbenzamido)cyclopropanecarbonyl)hydrazinecarboxylate), Cl (HCl). Reported procedure: To tert-butyl 2-(1-(3-(2-(4-fluorophenyl)-3-(methylcarbamoyl)benzofuran-5-yl)-4-methylbenzamido)cyclopropanecarbonyl)hydrazinecarboxylate (33.1 mg, 0.055 mmol) in a round-bottom flask at r.t. under N2 was added HCl (1 ml, 4.00 mmol, 4 M in 1,4-dioxane). The mixture was stirred at r.t. for four hours. The mixture was evaporated, and the crude hydrochloride salt used without further purification. LC/MS were performed by using Shimadzu-VP instrument with UV detection at 220 nm and Waters MICROMASS®... RXN SMILES: [F:1][C:2]1[CH:7]=[CH:6][C:5]([C:8]2[O:9][C:10]3[CH:20]=[CH:19][C:18]([C:21]4[CH:22]=[C:23]([CH:41]=[CH:42][C:43]=4[CH3:44])[C:24]([NH:26][C:27]4([C:30]([NH:32][NH:33]C(OC(C)(C)C)=O)=[O:31])[CH2:29][CH2:28]4)=[O:25])=[CH:17][C:11]=3[C:12]=2[C:13](=[O:16])[NH:14][CH3:15])=[CH:4][CH:3]=1.Cl>>[F:1][C:2]1[CH:7]=[CH:6][C:5]([C:8]2[O:9][C:10]3[CH:20]=[CH:19][C:18]([C:21]4[CH:22]=[C:23]([C:24](=[O:25])[NH:26][C:27]5([C:30]([NH:32][NH2:33])=[O:31])[CH2:28][CH2:29]5)[CH:41]=[CH:42][C:43]=4[CH3:44])=[CH:17][C:11]=3[C:12]=2[C:13]([NH:14][CH3:15])=[O:16])=[CH:4][CH:3]=1. Conditions: time 4 hour. Product: FC1=CC=C(C=C1)C=1OC2=C(C1C(=O)NC)C=C(C=C2)C2=C(C=CC(=C2)C(NC2(CC2)C(=O)NN)=O)C (2-(4-Fluorophenyl)-5-(5-(1-(hydrazinecarbonyl)cyclopropylcarbamoyl)-2-methylphenyl)-N-methylbenzofuran-3-carboxamide). The reactants are acid chloride, S(=O)(Cl)Cl (thionyl chloride), C(=O)([O-])[O-].[K+].[K+] (K2CO3), C(C1=CC=CC=C1)(=O)O (benzoic acid). Reaction conditions: time 12 hour. Product: C1(CC=CCC1)C(=O)Cl (3-cyclohexene carboxylic acid chloride), C1(CC=CCC1)C(=O)O (3-cyclohexene carboxylic acid). As a reaction SMILES: C([O-])([O-])=O.[K+].[K+].[C:7]([OH:15])(=[O:14])[C:8]1[CH:13]=[CH:12][CH:11]=[CH:10][CH:9]=1.S(Cl)([Cl:18])=O>>[CH:8]1([C:7]([Cl:18])=[O:15])[CH2:13][CH2:12][CH:11]=[CH:10][CH2:9]1.[CH:8]1([C:7]([OH:15])=[O:14])[CH2:13][CH2:12][CH:11]=[CH:10][CH2:9]1 |f:0.1.2|. Reported procedure: The 4-hydroxy group of 4-hydroxybenzoic acid is protected by reacting 4-hydroxybenzoic acid, 5 g (0.036 mol), obtained commercially, with benzyl chloride, 5.1 g (0.04 mol) in ethanol:water (1:1) containing 5 g K2CO3 (0.04 mol) at a temperature of 30 degrees C. for 12 hours. The 4-PgO benzoic acid is converted to the acid chloride using thionyl chloride by a procedure similar to that employed for producing 3-cyclohexene carboxylic acid chloride from 3-cyclohexene carboxylic acid in Example I.